This data is from the Open Reaction Database (ORD), a public repository of structured organic reaction records. The task is: describe an organic reaction: reactants, conditions, products, and yield Reactants: CN(C)C1(c2ccccc2)CCC(=O)CC1, CC(=O)O, CCOC(C)=O, ClCCCl, Cc1cnc(C(N)Cc2c[nH]c3ccccc23)o1. Product: Cc1cnc(C(Cc2c[nH]c3ccccc23)NC2CCC(c3ccccc3)(N(C)C)CC2)o1. Reaction SMILES: [CH3:19][N:20]([C:21]1([c:28]2[cH:29][cH:30][cH:31][cH:32][cH:33]2)[CH2:22][CH2:23][C:24](=[O:27])[CH2:25][CH2:26]1)[CH3:34].[CH3:35][C:36](=[O:37])[OH:38].[CH3:43][CH2:44][O:45][C:46](=[O:47])[CH3:48].[Cl:39][CH2:40][CH2:41][Cl:42].[nH:1]1[cH:2][c:3]([CH2:10][CH:11]([c:12]2[o:13][c:14]([CH3:17])[cH:15][n:16]2)[NH2:18])[c:4]2[cH:5][cH:6][cH:7][cH:8][c:9]12>>[nH:1]1[cH:2][c:3]([CH2:10][CH:11]([c:12]2[o:13][c:14]([CH3:17])[cH:15][n:16]2)[NH:18][CH:24]2[CH2:23][CH2:22][C:21]([N:20]([CH3:19])[CH3:34])([c:28]3[cH:29][cH:30][cH:31][cH:32][cH:33]3)[CH2:26][CH2:25]2)[c:4]2[cH:5][cH:6][cH:7][cH:8][c:9]12. Yield: 65.4%. Run at temperature 95 celsius. Solvent: Cl (hydrochloric acid). Reactants: COC=1C=C2C(=NC=NC2=CC1OCCN1CCN(CC1)C)OC1=CC=CC=C1 (6-methoxy,7-(2-(4-methylpiperazin-1-yl)ethoxy)-4-phenoxyquinazoline), C(O)([O-])=O.[Na+] (sodium hydrogen carbonate). Reported procedure: A mixture of 6-methoxy,7-(2-(4-methylpiperazin-1-yl)ethoxy)-4-phenoxyquinazoline (960 mg, 2.4 mmol) and 2M hydrochloric acid (20 ml) was heated at 95° C. for 2 hours and allowed to cool. The solution was basified with solid sodium hydrogen carbonate, the water removed by evaporation and the residue azeotroped with toluene. The residue was washed exhaustively with methylene chloride, the washings were combined, -insolubles removed by filtration and the solvent removed by evaporation to give 6-met... Yields the product COC=1C=C2C(NC=NC2=CC1OCCN1CCN(CC1)C)=O (6-methoxy-7-(2-(4-methylpiperazin-1-yl)ethoxy)-3,4-dihydroquinazolin-4-one). Reaction SMILES: [CH3:1][O:2][C:3]1[CH:4]=[C:5]2[C:10](=[CH:11][C:12]=1[O:13][CH2:14][CH2:15][N:16]1[CH2:21][CH2:20][N:19]([CH3:22])[CH2:18][CH2:17]1)[N:9]=[CH:8][N:7]=[C:6]2[O:23]C1C=CC=CC=1.C(=O)([O-])O.[Na+]>Cl>[CH3:1][O:2][C:3]1[CH:4]=[C:5]2[C:10](=[CH:11][C:12]=1[O:13][CH2:14][CH2:15][N:16]1[CH2:17][CH2:18][N:19]([CH3:22])[CH2:20][CH2:21]1)[N:9]=[CH:8][NH:7][C:6]2=[O:23] |f:1.2|. The reactants are CN(C1=CC=C(C=C1)CCOC1=CC=C(C(=O)NCC(=O)O)C=C1)C (N-(4-{2-[4-(Dimethylamino)phenyl]ethoxy}benzoyl)glycine), FC(OC1=CC=C(C=O)C=C1)(F)F (4-(trifluoromethoxy)benzaldehyde), C(C)(=O)[O-].[Na+] (sodium acetate), C(C)(=O)OC(C)=O (acetic anhydride), C(O)([O-])=O.[Na+] (sodium hydrogen carbonate). Solvent: C(C)O (ethanol), CCCCCC (hexane). Run at temperature 120 celsius, time 15 minute. Product: CN(C1=CC=C(C=C1)CCOC1=CC=C(C=C1)C=1OC(/C(/N1)=C/C1=CC=C(C=C1)OC(F)(F)F)=O)C ((4Z)-2-(4-{2-[4-(Dimethylamino)phenyl]ethoxy}phenyl)-4-[4-(trifluoromethoxy)benzylidene]-1,3-oxazol-5(4H)-one). Isolated yield 69.7%. As a reaction SMILES: [CH3:1][N:2]([CH3:25])[C:3]1[CH:8]=[CH:7][C:6]([CH2:9][CH2:10][O:11][C:12]2[CH:24]=[CH:23][C:15]([C:16]([NH:18][CH2:19][C:20]([OH:22])=[O:21])=O)=[CH:14][CH:13]=2)=[CH:5][CH:4]=1.[F:26][C:27]([F:38])([F:37])[O:28][C:29]1[CH:36]=[CH:35][C:32]([CH:33]=O)=[CH:31][CH:30]=1.C([O-])(=O)C.[Na+].C(OC(=O)C)(=O)C.C(=O)([O-])O.[Na+]>C(O)C.CCCCCC>[CH3:25][N:2]([CH3:1])[C:3]1[CH:8]=[CH:7][C:6]([CH2:9][CH2:10][O:11][C:12]2[CH:13]=[CH:14][C:15]([C:16]3[O:21][C:20](=[O:22])/[C:19](=[CH:33]/[C:32]4[CH:35]=[CH:36][C:29]([O:28][C:27]([F:26])([F:37])[F:38])=[CH:30][CH:31]=4)/[N:18]=3)=[CH:23][CH:24]=2)=[CH:5][CH:4]=1 |f:2.3,5.6|. Procedure details: A mixture of N-(4-{2-[4-(dimethylamino)phenyl]ethoxy}benzoyl)glycine (241 mg, 0.676 mmol) prepared in Example 23 (23b), 4-(trifluoromethoxy)benzaldehyde (106 pt, 0.742 mmol), sodium acetate (83.9 mg, 1.02 mmol), and acetic anhydride (319 μL, 3.38 mmol) was stirred at 120° C. for 15 minutes and then allowed to cool to room temperature. A saturated sodium hydrogen carbonate aqueous solution, hexane, and ethanol were added to the resulting solidified product which was washed by ultrasonic vibration... Starting materials: CCO, CCOC(C)=O, O=C[O-], [NH4+], [OH-], [OH-], O=C1c2ccccc2C(=O)N1C=Cc1ccc(CCO)cc1, [Pd+2]. The product is O=C1c2ccccc2C(=O)N1CCc1ccc(CCO)cc1. RXN SMILES: [CH3:27][CH2:28][OH:29].[CH3:30][CH2:31][O:32][C:33](=[O:34])[CH3:35].[CH:23]([O-:24])=[O:25].[NH4+:26].[OH-:36].[OH-:38].[OH:1][CH2:2][CH2:3][c:4]1[cH:5][cH:6][c:7]([CH:10]=[CH:11][N:12]2[C:13](=[O:22])[c:14]3[cH:15][cH:16][cH:17][cH:18][c:19]3[C:20]2=[O:21])[cH:8][cH:9]1.[Pd+2:37]>>[OH:1][CH2:2][CH2:3][c:4]1[cH:5][cH:6][c:7]([CH2:10][CH2:11][N:12]2[C:13](=[O:22])[c:14]3[cH:15][cH:16][cH:17][cH:18][c:19]3[C:20]2=[O:21])[cH:8][cH:9]1. Yields the product FC(C=1C=CC2=C(CCC(CC2)NCC(=O)O)C1)(F)F (2-trifluoromethyl-7-(N-carboxymethylamino)-6,7,8,9-tetrahydro-[5H]-benzocycloheptene). Run in [OH-].[Na+] (sodium hydroxide), C(C)O (ethanol). The yield is 87.0%. As a reaction SMILES: [F:1][C:2]([F:22])([F:21])[C:3]1[CH:4]=[CH:5][C:6]2[CH2:12][CH2:11][CH:10]([NH:13][CH2:14][C:15]([O:17]CC)=[O:16])[CH2:9][CH2:8][C:7]=2[CH:20]=1>[OH-].[Na+].C(O)C>[F:1][C:2]([F:21])([F:22])[C:3]1[CH:4]=[CH:5][C:6]2[CH2:12][CH2:11][CH:10]([NH:13][CH2:14][C:15]([OH:17])=[O:16])[CH2:9][CH2:8][C:7]=2[CH:20]=1 |f:1.2|. Reactants: FC(C=1C=CC2=C(CCC(CC2)NCC(=O)OCC)C1)(F)F (2-trifluoromethyl-7-(N-ethoxycarbonylmethylamino)-6,7,8,9-tetrahydro-[5H]-benzocycloheptene). Procedure: 315.34 g (1 mol) of 2-trifluoromethyl-7-(N-ethoxycarbonylmethylamino)-6,7,8,9-tetrahydro-[5H]-benzocycloheptene are heated at reflux for approximately 25 minutes in a mixture of 1000 ml of normal sodium hydroxide and 2200 ml of ethanol. The ethanol is then distilled off terminating under reduced pressure, and the aqueous phase is washed twice with 4000 ml of diethyl ether each time. The ethereal phases are washed with water again. 1000 ml of a normal hydrochloric acid solution are added to the c...